From a dataset of the Open Reaction Database (ORD), a public repository of structured organic reaction records. describe an organic reaction: reactants, conditions, products, and yield Starting materials: O=C([O-])[O-], O=[N+]([O-])c1ccccc1F, [K+], [K+], CN(C)C=O, COC(=O)Cc1cccc(O)c1. Yields the product COC(=O)Cc1cccc(Oc2ccccc2[N+](=O)[O-])c1. Reaction SMILES: [C:23](=[O:24])([O-:25])[O-:26].[F:1][c:2]1[c:3]([N+:8](=[O:9])[O-:10])[cH:4][cH:5][cH:6][cH:7]1.[K+:27].[K+:28].[O:29]=[CH:30][N:31]([CH3:32])[CH3:33].[OH:11][c:12]1[cH:13][c:14]([CH2:18][C:19](=[O:20])[O:21][CH3:22])[cH:15][cH:16][cH:17]1>>[c:2]1([O:11][c:12]2[cH:13][c:14]([CH2:18][C:19](=[O:20])[O:21][CH3:22])[cH:15][cH:16][cH:17]2)[c:3]([N+:8](=[O:9])[O-:10])[cH:4][cH:5][cH:6][cH:7]1. The reactants are C(C)OC(=O)C=1C2=C(NC1)CCCC(C2=O)=CN(C)C (5-dimethylaminomethylene-4-oxo-1,4,5,6,7,8-hexahydro-cyclohepta [b]pyrrole-3-carboxylic acid ethyl ester), C(C)(=O)O.C(=N)N (formamidine acetate). The solvent is CCO (EtOH), C(Cl)Cl (CH2Cl2). Reaction conditions: temperature 120 celsius, time 4 hour. The product is C(C)OC(=O)C1=CNC=2CCCC3=C(C12)N=CN=C3 (3,4,5,6-tetrahydro-3,8,10-triaza-benzo[e]azulene-1-carboxylic acid ethyl ester). The yield is 77.5%. As a reaction SMILES: [CH2:1]([O:3][C:4]([C:6]1[C:7]2[C:15](=O)[C:14](=[CH:17][N:18]([CH3:20])C)[CH2:13][CH2:12][CH2:11][C:8]=2[NH:9][CH:10]=1)=[O:5])[CH3:2].C(O)(=O)C.C(N)=[NH:26]>CCO.C(Cl)Cl>[CH2:1]([O:3][C:4]([C:6]1[C:7]2[C:15]3[N:26]=[CH:20][N:18]=[CH:17][C:14]=3[CH2:13][CH2:12][CH2:11][C:8]=2[NH:9][CH:10]=1)=[O:5])[CH3:2] |f:1.2|. Procedure: A mixture of 5-dimethylaminomethylene-4-oxo-1,4,5,6,7,8-hexahydro-cyclohepta [b]pyrrole-3-carboxylic acid ethyl ester (840 mg) and formamidine acetate (956 mg, 9.1 mmol) in EtOH (10 mL) is stirred at 120° C. for 4 h. After cooling, the reaction mixture is diluted with CH2Cl2 and washed with half saturated aq NaHCO3 (25 mL), H2O (25 mL), and brine (25 mL) The aqueous washes are reextracted once with CH2Cl2, and the combined extracts are dried over K2CO3 and concentrated. The crude material is pur... Run at time 24 hour. Yields the product NC(=O)C1CC=2C(=C3CCC(NC3=C(C2)C)=O)O1 (2,3,6,7,8,9-Hexahydro-2-aminocarbonyl-5-methylfuro-[2,3-f]quinoline-7-one). Run in C(Cl)(Cl)Cl (chloroform). Reported procedure: The compound obtained in Example 258 (1 g, 3.63 mmol) was dissolved in chloroform (20 ml). To the solution, saturated ammonia--methanol solution (50 ml) was added. The vessel containing the mixture was sealed, and the content was stirred at room temperature for 24 hours. After completion of the reaction, the solvent was distilled off under reduced pressure. 0.88 g of the title compound was obtained as a white solid (99%). Reaction SMILES: C([O:3][C:4]([CH:6]1[O:20][C:9]2=[C:10]3[C:15](=[C:16]([CH3:18])[CH:17]=[C:8]2[CH2:7]1)[NH:14][C:13](=[O:19])[CH2:12][CH2:11]3)=O)C.[NH3:21].CO>C(Cl)(Cl)Cl>[NH2:21][C:4]([CH:6]1[O:20][C:9]2=[C:10]3[C:15](=[C:16]([CH3:18])[CH:17]=[C:8]2[CH2:7]1)[NH:14][C:13](=[O:19])[CH2:12][CH2:11]3)=[O:3]. Starting materials: N (ammonia), CO (methanol), C(C)OC(=O)C1CC=2C(=C3CCC(NC3=C(C2)C)=O)O1 (2,3,6,7,8,9-Hexahydro-2-ethoxycarbonyl-5-methylfuro-[2,3-f]quinoline-7-one). Starting materials: Oc1cccc(Br)c1, O=C1OCc2ccccc21, C1CCOC1, [H-], [Na+], O. Product: O=C(O)c1ccccc1COc1cccc(Br)c1. Reaction SMILES: [Br:1][c:2]1[cH:3][c:4]([OH:8])[cH:5][cH:6][cH:7]1.[C:11]1(=[O:12])[O:13][CH2:14][c:15]2[cH:16][cH:17][cH:18][cH:19][c:20]21.[CH2:21]1[O:22][CH2:23][CH2:24][CH2:25]1.[H-:9].[Na+:10].[OH2:26]>>[Br:1][c:2]1[cH:3][c:4]([O:8][CH2:14][c:15]2[cH:16][cH:17][cH:18][cH:19][c:20]2[C:11](=[O:12])[OH:13])[cH:5][cH:6][cH:7]1.